From a dataset of the Open Reaction Database (ORD), a public repository of structured organic reaction records. describe an organic reaction: reactants, conditions, products, and yield Procedure: As for Example 21, 1-[3-bromo-3-(benzo[b]thien-3-ylcarbonyl)propionyl]-L-proline (0.01 mole) in 25 ml. of acetonitrile is added to a mixture of 0.01 mole of sodium methoxide and 0.015 mole of thiobenzoic acid in 25 ml. of acetonitrile. The mixture is stirred at room temperature for 16 hours, one ml. of acetic acid is added and the solvent is evaporated in vacuo. The residue is partitioned between dichloromethane and water containing acetic acid. The organic layer is separated, washed with water ... Yields the product C(C1=CC=CC=C1)(=O)SC(CC(=O)N1[C@H](C(=O)O)CCC1)C(=O)C=1C2=C(SC1)C=CC=C2 (1-[3-(Benzoylthio)-3-(benzo[b]thien-3-ylcarbonyl)propionyl]-L-proline). The reactants are C(C)#N (acetonitrile), C[O-].[Na+] (sodium methoxide), C(C1=CC=CC=C1)(=S)O (thiobenzoic acid), BrC(CC(=O)N1[C@H](C(=O)O)CCC1)C(=O)C=1C2=C(SC1)C=CC=C2 (1-[3-bromo-3-(benzo[b]thien-3-ylcarbonyl)propionyl]-L-proline), C(C)#N (acetonitrile). Conditions: time 16 hour. The solvent is C(C)(=O)O (acetic acid). As a reaction SMILES: Br[CH:2]([C:14]([C:16]1[C:17]2[CH:24]=[CH:23][CH:22]=[CH:21][C:18]=2[S:19][CH:20]=1)=[O:15])[CH2:3][C:4]([N:6]1[CH2:13][CH2:12][CH2:11][C@H:7]1[C:8]([OH:10])=[O:9])=[O:5].C(#N)C.C[O-].[Na+].[C:31]([OH:39])(=[S:38])[C:32]1[CH:37]=[CH:36][CH:35]=[CH:34][CH:33]=1>C(O)(=O)C>[C:31]([S:38][CH:2]([C:14]([C:16]1[C:17]2[CH:24]=[CH:23][CH:22]=[CH:21][C:18]=2[S:19][CH:20]=1)=[O:15])[CH2:3][C:4]([N:6]1[CH2:13][CH2:12][CH2:11][C@H:7]1[C:8]([OH:10])=[O:9])=[O:5])(=[O:39])[C:32]1[CH:37]=[CH:36][CH:35]=[CH:34][CH:33]=1 |f:2.3|.